This data is from the Open Reaction Database (ORD), a public repository of structured organic reaction records. The task is: describe an organic reaction: reactants, conditions, products, and yield The reactants are N1=CC(=CC2=CC=CC=C12)C=CC(=O)OCC (ethyl β-(3-quinolyl)acrylate). Reagents/catalysts: [Pd] (Pd/C). Solvent: C(C)(=O)OCC.C(C)O (ethyl acetate ethanol). Conditions: time 1 hour. The product is N1CC(CC2=CC=CC=C12)CCC(=O)OCC (ethyl 3-(1,2,3,4-tetrahydro-3-quinolyl)propionate). Yield: 26.3%. Reaction SMILES: [N:1]1[C:10]2[C:5](=[CH:6][CH:7]=[CH:8][CH:9]=2)[CH:4]=[C:3]([CH:11]=[CH:12][C:13]([O:15][CH2:16][CH3:17])=[O:14])[CH:2]=1>C(OCC)(=O)C.C(O)C.[Pd]>[NH:1]1[C:10]2[C:5](=[CH:6][CH:7]=[CH:8][CH:9]=2)[CH2:4][CH:3]([CH2:11][CH2:12][C:13]([O:15][CH2:16][CH3:17])=[O:14])[CH2:2]1 |f:1.2|. Reported procedure: A mixture of ethyl β-(3-quinolyl)acrylate (100 mg, 0.44 mmol) and 50 mg of 10% Pd/C in ethyl acetate/ethanol (3 ml/1 ml) was hydrogenated under hydrogen (55 psi) for 1 h. The mixture was filtered through celite, the residue was washed with methylene chloride, and the combined organic layer was concentrated in vacuo. Upon chromatographic purification on 20 cm silica column (ethyl acetate/hexane, 1/8-1/2), 49 mg (50%) of ethyl 3-(3-quinolyl)propionate (KUO-1953-136B) and 27 mg (26%) of ethyl 3-(1,... Reactants: 7-fluoro, COC1=CC=CC=2C(N3C(NC12)=CC(=N3)C(=O)N)=O (4,9-dihydro-5-methoxy-9-oxo-pyrazolo[5,1-b]quinazoline-2-carboxamide), 8-trifluoromethyl and 6,7-dimethoxy-4,9-dihydro-9-oxo-pyrazolo[5,1-b]quinazoline-2-carbonitriles. Run in P(=O)(Cl)(Cl)Cl (phosphorous oxychloride). Conditions: time 2 day. Product: COC1=CC=CC=2C(N3C(NC12)=CC(=N3)C#N)=O (4,9-Dihydro-5-methoxy-9-oxo-pyrazolo[5,1-b]quinazolinecarbonitrile). Reaction SMILES: [CH3:1][O:2][C:3]1[C:12]2[NH:11][C:10]3=[CH:13][C:14]([C:16]([NH2:18])=O)=[N:15][N:9]3[C:8](=[O:19])[C:7]=2[CH:6]=[CH:5][CH:4]=1>P(Cl)(Cl)(Cl)=O>[CH3:1][O:2][C:3]1[C:12]2[NH:11][C:10]3=[CH:13][C:14]([C:16]#[N:18])=[N:15][N:9]3[C:8](=[O:19])[C:7]=2[CH:6]=[CH:5][CH:4]=1. Reported procedure: A suspension of 4,9-dihydro-5-methoxy-9-oxo-pyrazolo[5,1-b]quinazoline-2-carboxamide (5.05 g; 0.0195 mole) in phosphorous oxychloride (100 ml) is heated under reflux for 2 hrs. After standing two days at room temperature, excess phosphorous oxychloride is removed under reduced pressure and the residue suspended in saturated sodium bicarbonate solution (100 ml). The solid is filtered off, washed with water and dried. Yield 3.0 g; mp 292°-297° C. (d). Starting with the corresponding 7-fluoro, 8-tr... Reactants: [Al+3], ClCCl, [Cl-], [Cl-], [Cl-], COc1cc(C)c(C(=O)c2c(Cl)cccc2Cl)cc1[N+](=O)[O-], Cl, O. Product: Cc1cc(O)c([N+](=O)[O-])cc1C(=O)c1c(Cl)cccc1Cl. RXN SMILES: [Al+3:2].[CH2:29]([Cl:30])[Cl:31].[Cl-:1].[Cl-:3].[Cl-:4].[Cl:5][c:6]1[c:7]([C:8](=[O:9])[c:10]2[c:11]([CH3:21])[cH:12][c:13]([O:19][CH3:20])[c:14]([N+:16](=[O:17])[O-:18])[cH:15]2)[c:22]([Cl:26])[cH:23][cH:24][cH:25]1.[ClH:27].[OH2:28]>>[Cl:5][c:6]1[c:7]([C:8](=[O:9])[c:10]2[c:11]([CH3:21])[cH:12][c:13]([OH:19])[c:14]([N+:16](=[O:17])[O-:18])[cH:15]2)[c:22]([Cl:26])[cH:23][cH:24][cH:25]1. Starting materials: S(N)(OC1=C(C=CC=C1)OCCOC)(=O)=O (2-(2-methoxyethoxy)phenyl sulfamate), COC1=NC(=NC(=C1)OC)NC(OC1=CC=CC=C1)=O (phenyl N-(4,6-dimethoxypyrimidin-2-yl)carbamate), N12CCCCCC2=NCCC1 (1,8-diazabicyclo[5.4.0]undec-7-ene). Solvent: C(C)#N (acetonitrile). Conditions: time 18 hour. Product: COC1=NC(=NC(=C1)OC)NC(NS(=O)(=O)OC1=C(C=CC=C1)OCCOC)=O (3-(4,6-dimethoxypyrimidin-2-yl)-1-[2-(2-methoxyethoxy)phenoxysulfonyl]urea). Yield: 93.4%. Reaction SMILES: [CH3:1][O:2][C:3]1[CH:8]=[C:7]([O:9][CH3:10])[N:6]=[C:5]([NH:11][C:12](=[O:20])OC2C=CC=CC=2)[N:4]=1.[S:21](=[O:36])(=[O:35])([O:23][C:24]1[CH:29]=[CH:28][CH:27]=[CH:26][C:25]=1[O:30][CH2:31][CH2:32][O:33][CH3:34])[NH2:22].N12CCCN=C1CCCCC2>C(#N)C>[CH3:10][O:9][C:7]1[CH:8]=[C:3]([O:2][CH3:1])[N:4]=[C:5]([NH:11][C:12](=[O:20])[NH:22][S:21]([O:23][C:24]2[CH:29]=[CH:28][CH:27]=[CH:26][C:25]=2[O:30][CH2:31][CH2:32][O:33][CH3:34])(=[O:36])=[O:35])[N:6]=1. Reported procedure: 1.74 g (0.0063 mol) of phenyl N-(4,6-dimethoxypyrimidin-2-yl)carbamate are dissolved in 80 ml of acetonitrile, and 1.48 g (0.006 mol) of 2-(2-methoxyethoxy)phenyl sulfamate are added at room temperature. 1.0 g (0.0066 mol) of 1,8-diazabicyclo[5.4.0]undec-7-ene (DBU) are added and the reaction mixture is then stirred at room temperature for 18 hours, concentrated, diluted with H2O and acidified with 2N hydrochloric acid to give a pH of 3-4. After the solids have been filtered off with suction and...